From a dataset of the Open Reaction Database (ORD), a public repository of structured organic reaction records. describe an organic reaction: reactants, conditions, products, and yield Starting materials: C(C1=CC=CC=C1)OC[C@@H]1C[C@@H](CN1S(=O)(=O)C1=CC2=CC=CC=C2C=C1)SC(C)=O ((3S,5S)-thioacetic acid S-[5-benzyloxymethyl-1-(naphthalene-2-sulfonyl)-pyrrolidin-3-yl] ester), C[O-].[Na+] (sodium methanolate), C(C)(=O)O (acetic acid). Run in CO (methanol). Run at temperature 0 celsius, time 1.5 hour. The product is C(C1=CC=CC=C1)OC[C@@H]1C[C@@H](CN1S(=O)(=O)C1=CC2=CC=CC=C2C=C1)S ((3S,5S)-5-benzyloxymethyl-1-(naphthalene-2-sulfonyl)-pyrrolidine-3-thiol). Yield: 54.2%. Reaction SMILES: [CH2:1]([O:8][CH2:9][C@H:10]1[N:14]([S:15]([C:18]2[CH:27]=[CH:26][C:25]3[C:20](=[CH:21][CH:22]=[CH:23][CH:24]=3)[CH:19]=2)(=[O:17])=[O:16])[CH2:13][C@@H:12]([S:28]C(=O)C)[CH2:11]1)[C:2]1[CH:7]=[CH:6][CH:5]=[CH:4][CH:3]=1.C[O-].[Na+].C(O)(=O)C>CO>[CH2:1]([O:8][CH2:9][C@H:10]1[N:14]([S:15]([C:18]2[CH:27]=[CH:26][C:25]3[C:20](=[CH:21][CH:22]=[CH:23][CH:24]=3)[CH:19]=2)(=[O:16])=[O:17])[CH2:13][C@@H:12]([SH:28])[CH2:11]1)[C:2]1[CH:7]=[CH:6][CH:5]=[CH:4][CH:3]=1 |f:1.2|. Procedure details: S-Acetyl deprotection: To a solution of (3S,5S)-thioacetic acid S-[5-benzyloxymethyl-1-(naphthalene-2-sulfonyl)-pyrrolidin-3-yl] ester (1.2 g) in methanol (17 ml) was added sodium methanolate (28%-solution in methanol, 0.55 ml) at 0° C. The reaction mixture was stirred at 0° C. for 1.5 h, and acetic acid (0.17 ml) was added. The reaction mixture was concentrated, and the residue was extracted with EtOAc. The organic phases were washed with water, dried over magnesium sulphate and concentrated. T... The reactants are O=C([O-])[O-], COc1ccc(CCNC(=O)C2COC(C)(C)O2)cc1OC1CCCC1, Cl, [K+], [K+], C1CCOC1. The product is COc1ccc(CCNC(=O)C(O)CO)cc1OC1CCCC1. Reaction SMILES: [C:28](=[O:29])([O-:30])[O-:31].[CH:1]1([O:6][c:7]2[cH:8][c:9]([CH2:15][CH2:16][NH:17][C:18](=[O:19])[CH:20]3[O:21][C:22]([CH3:25])([CH3:26])[O:23][CH2:24]3)[cH:10][cH:11][c:12]2[O:13][CH3:14])[CH2:2][CH2:3][CH2:4][CH2:5]1.[ClH:27].[K+:32].[K+:33].[O:34]1[CH2:35][CH2:36][CH2:37][CH2:38]1>>[CH:1]1([O:6][c:7]2[cH:8][c:9]([CH2:15][CH2:16][NH:17][C:18](=[O:19])[CH:20]([OH:21])[CH2:24][OH:23])[cH:10][cH:11][c:12]2[O:13][CH3:14])[CH2:2][CH2:3][CH2:4][CH2:5]1. The reactants are NC(=S)N (thiourea), BrCC(C(=O)OCC)=O (ethyl bromopyruvate). The solvent is C(C)O (ethanol). Reaction conditions: temperature 45 celsius. The product is Br.NC=1SC=C(N1)C(=O)OCC (ethyl 2-aminothiazole-4-carboxylate Hydrobromide). Yield: 79.2%. RXN SMILES: [NH2:1][C:2]([NH2:4])=[S:3].[Br:5][CH2:6][C:7](=O)[C:8]([O:10][CH2:11][CH3:12])=[O:9]>C(O)C>[BrH:5].[NH2:1][C:2]1[S:3][CH:6]=[C:7]([C:8]([O:10][CH2:11][CH3:12])=[O:9])[N:4]=1 |f:3.4|. Procedure: To a stirring suspension of thiourea (6.0 g, 78.8 mmol) in ethanol (80 mL) was added ethyl bromopyruvate (15.4 g, 78.8 mmol). The resulting solution was heated at 45° C. for 23 h. The solution was cooled at 0° C. for 24 h, and the crystals were collected by filtration and washed with cold ethanol to provide the title compound (15.8 g, 79%). 1H NMR (400 MHz, CD3OD) δ 7.70 (s, 1H), 4.41 (q, 2H), 1.38 (t, 3H). The reactants are C(C1=CC=CC=C1)(=O)Cl (benzoyl chloride), solution, C(CCC)[Li] (butyllithium), C(CCCCC)OC1CCC(N1)=O (5-n-hexyloxy pyrrolidin-2-one). Run in O1CCCC1 (tetrahydrofuran), CCCCCC (hexane), O1CCCC1 (tetrahydrofuran). Run at time 20 minute. Product: C(C1=CC=CC=C1)(=O)N1C(CCC1OCCCCCC)=O (1-benzoyl 5-n-hexyloxy pyrrolidin-2-one). As a reaction SMILES: C([Li])CCC.[CH2:6]([O:12][CH:13]1[NH:17][C:16](=[O:18])[CH2:15][CH2:14]1)[CH2:7][CH2:8][CH2:9][CH2:10][CH3:11].[C:19](Cl)(=[O:26])[C:20]1[CH:25]=[CH:24][CH:23]=[CH:22][CH:21]=1>CCCCCC.O1CCCC1>[C:19]([N:17]1[CH:13]([O:12][CH2:6][CH2:7][CH2:8][CH2:9][CH2:10][CH3:11])[CH2:14][CH2:15][C:16]1=[O:18])(=[O:26])[C:20]1[CH:25]=[CH:24][CH:23]=[CH:22][CH:21]=1. Procedure details: 16 cm3 of a 1.6M solution of butyllithium in hexane is added at -70° C. to 4.5 g of 5-n-hexyloxy pyrrolidin-2-one in solution in 130 cm3 of anhydrous tetrahydrofuran. Agitation is carried out for 20 minutes at -70° C. and under the same conditions a solution of 3.4 g of benzoyl chloride in 20 cm3 of tetrahydrofuran is added. After allowing to return to ambient temperature and concentration under reduced pressure, the residue is chromatographed on silica (eluent: toluene-ethyl acetate 8-2). 3.3 g... Reactants: C(C)(=O)C1=CC(=NN1)C(=O)N[C@H](CN1N=C(C=C1)C1=CC(=C(C=C1)C#N)Cl)C ((S)—5-acetyl-N-(1-(3-(3-chloro-4-cyanophenyl)-1H-pyrazol-1-yl)propan-2-yl)-1H-pyrazole-3-carboxamide), C[S-].[Na+] (Sodium thiomethoxide), CN(C)C=O (DMF), C[S-].[Na+] (sodium thiomethoxide). Solvent: CC#N (MeCN). Conditions: temperature 150 celsius. Product: C(C)(=O)C1=NNC(=C1)C(=O)N[C@H](CN1N=C(C=C1)C1=CC(=C(C=C1)C#N)SC)C ((S)-3-acetyl-N-(1-(3-(4-cyano-3-(methylthio)phenyl)-1H-pyrazol-1-yl)propan-2-yl)-1H-pyrazole-5-carboxamide). Yield: 13.8%. RXN SMILES: [C:1]([C:4]1[NH:8][N:7]=[C:6]([C:9]([NH:11][C@@H:12]([CH3:28])[CH2:13][N:14]2[CH:18]=[CH:17][C:16]([C:19]3[CH:24]=[CH:23][C:22]([C:25]#[N:26])=[C:21](Cl)[CH:20]=3)=[N:15]2)=[O:10])[CH:5]=1)(=[O:3])[CH3:2].CN(C=O)C.[CH3:34][S-:35].[Na+]>CC#N>[C:1]([C:4]1[CH:5]=[C:6]([C:9]([NH:11][C@@H:12]([CH3:28])[CH2:13][N:14]2[CH:18]=[CH:17][C:16]([C:19]3[CH:24]=[CH:23][C:22]([C:25]#[N:26])=[C:21]([S:35][CH3:34])[CH:20]=3)=[N:15]2)=[O:10])[NH:7][N:8]=1)(=[O:3])[CH3:2] |f:2.3|. Procedure details: (S)—5-acetyl-N-(1-(3-(3-chloro-4-cyanophenyl)-1H-pyrazol-1-yl)propan-2-yl)-1H-pyrazole-3-carboxamide (64 mg, 0.16 mmol) was placed into a microwave vial. DMF (1 ml) and sodium thiomethoxide (12.4 mg, 0.18 mmol) were added and the reaction mixture was heated in microwave reactor at 150° C. Sodium thiomethoxide was added after 30, 30 and 20 min of heating (12.4 mg, 5.6 mg and 5.6 mg, respectively). After total of 90 min of heating DMF was evaporated, and the evaporation residual was taken up in DC... RXN SMILES: [CH:1]1C=C[NH+]=C[CH:6]=1.[O-][Cr](Cl)(=O)=O.[OH:12][CH:13]([CH2:19][CH2:20][CH2:21][CH2:22][CH2:23][CH3:24])[CH2:14][CH2:15][C:16]([OH:18])=[O:17].Cl>ClCCl>[O:12]=[C:13]([CH2:19][CH2:20][CH2:21][CH2:22][CH2:23][CH3:24])[CH2:14][CH2:15][C:16]([O:18][CH2:1][CH3:6])=[O:17] |f:0.1|. The product is O=C(CCC(=O)OCC)CCCCCC (ethyl 4-oxodecanoate). Procedure: PCC (1.2 g, 2.71 mmol) was added to a solution of 4-hydroxydecanoic acid (830 mg, 4.4 mmol) in dichloromethane (30 ml), and the mixture was stirred at room temperature for five hours. The reaction mixture was adjusted to pH 1 by adding 1 N hydrochloric acid and then extracted with ethyl acetate. The organic layer was washed with water and saturated brine and then concentrated under reduced pressure. The resulting residue was then dissolved in ethanol (15 ml). Five drops of sulfuric acid were add... Reaction conditions: time 5 hour. The yield is 75.8%. Starting materials: C=1C=C[NH+]=CC1.[O-][Cr](=O)(=O)Cl (PCC), OC(CCC(=O)O)CCCCCC (4-hydroxydecanoic acid), Cl (hydrochloric acid). The solvent is ClCCl (dichloromethane). Yields the product CC(NC(=O)C1CC1c1ccc(C(C)(C)C)c(F)c1)c1ccc(NS(C)(=O)=O)c(CO)c1. RXN SMILES: [C:17]([CH3:18])([CH3:19])([CH3:20])[c:21]1[c:22]([F:33])[cH:23][c:24]([CH:27]2[CH:28]([C:30](=[O:31])[OH:32])[CH2:29]2)[cH:25][cH:26]1.[CH2:34]([Cl:35])[CH2:36][Cl:37].[CH3:43][N:44]([c:45]1[cH:46][cH:47][n:48][cH:49][cH:50]1)[CH3:51].[NH2:1][CH:2]([CH3:3])[c:4]1[cH:5][c:6]([CH2:15][OH:16])[c:7]([NH:10][S:11](=[O:12])(=[O:13])[CH3:14])[cH:8][cH:9]1.[O:38]=[CH:39][N:40]([CH3:41])[CH3:42]>>[NH:1]([CH:2]([CH3:3])[c:4]1[cH:5][c:6]([CH2:15][OH:16])[c:7]([NH:10][S:11](=[O:12])(=[O:13])[CH3:14])[cH:8][cH:9]1)[C:30]([CH:28]1[CH:27]([c:24]2[cH:23][c:22]([F:33])[c:21]([C:17]([CH3:18])([CH3:19])[CH3:20])[cH:26][cH:25]2)[CH2:29]1)=[O:31]. The reactants are CC(C)(C)c1ccc(C2CC2C(=O)O)cc1F, ClCCCl, CN(C)c1ccncc1, CC(N)c1ccc(NS(C)(=O)=O)c(CO)c1, CN(C)C=O.